From a dataset of the Open Reaction Database (ORD), a public repository of structured organic reaction records. describe an organic reaction: reactants, conditions, products, and yield Starting materials: [BH4-], CO, Cl, [Li+], CC(C)C=Nn1c(=O)c(C2=NS(=O)(=O)c3ccccc3N2)c(O)c2sccc21, C1CCOC1, O. Product: CCCCCNn1c(=O)c(C2=NS(=O)(=O)c3ccccc3N2)c(O)c2sccc21. Reaction SMILES: [BH4-:31].[CH3:29][OH:30].[ClH:33].[Li+:32].[O:1]=[S:2]1(=[O:28])[N:3]=[C:4]([c:12]2[c:13]([OH:27])[c:14]3[c:15]([n:16]([N:19]=[CH:20][CH:21]([CH3:22])[CH3:23])[c:17]2=[O:18])[cH:24][cH:25][s:26]3)[NH:5][c:6]2[c:7]1[cH:8][cH:9][cH:10][cH:11]2.[O:34]1[CH2:35][CH2:36][CH2:37][CH2:38]1.[OH2:39]>>[O:1]=[S:2]1(=[O:28])[N:3]=[C:4]([c:12]2[c:13]([OH:27])[c:14]3[c:15]([n:16]([NH:19][CH2:20][CH2:35][CH2:36][CH2:37][CH3:38])[c:17]2=[O:18])[cH:24][cH:25][s:26]3)[NH:5][c:6]2[c:7]1[cH:8][cH:9][cH:10][cH:11]2. Reactants: CCO, CCOC(=O)Cc1c(F)ccc2nc(-c3cc(OC)c(OC)c(OC)c3)[nH]c12, [K+], [OH-]. The product is COc1cc(-c2nc3ccc(F)c(CC(=O)O)c3[nH]2)cc(OC)c1OC. RXN SMILES: [CH3:31][CH2:32][OH:33].[F:1][c:2]1[c:3]([CH2:23][C:24](=[O:25])[O:26][CH2:27][CH3:28])[c:4]2[c:5]([n:6][c:7](-[c:9]3[cH:10][c:11]([O:19][CH3:20])[c:12]([O:17][CH3:18])[c:13]([O:15][CH3:16])[cH:14]3)[nH:8]2)[cH:21][cH:22]1.[K+:30].[OH-:29]>>[F:1][c:2]1[c:3]([CH2:23][C:24](=[O:25])[OH:26])[c:4]2[c:5]([n:6][c:7](-[c:9]3[cH:10][c:11]([O:19][CH3:20])[c:12]([O:17][CH3:18])[c:13]([O:15][CH3:16])[cH:14]3)[nH:8]2)[cH:21][cH:22]1. Starting materials: O=C(CC(=O)OCC)C1=COC=C1 (ethyl 3-oxo-3-(3-furyl)propionate), C1(O)=CC(O)=CC=C1 (resorcinol), O (H2O), C1CCOC1 (THF), polyphosphoric acid. Run in [Cl-].[Na+].O (Brine), CCOC(=O)C (EtOAc). Run at temperature 110 celsius, time 2 hour. Yields the product O1C=C(C=C1)C1=CC(OC2=CC(=CC=C12)O)=O (4-(3-Furyl)-7-hydroxycoumarin). As a reaction SMILES: O=[C:2]([C:9]1[CH:13]=[CH:12][O:11][CH:10]=1)[CH2:3][C:4]([O:6][CH2:7][CH3:8])=[O:5].[C:14]1(C=C[CH:19]=[C:17](O)[CH:16]=1)[OH:15].O.C1COCC1>[Cl-].[Na+].O.CCOC(C)=O>[O:11]1[CH:12]=[CH:13][C:9]([C:2]2[C:19]3[C:7](=[CH:8][C:14]([OH:15])=[CH:16][CH:17]=3)[O:6][C:4](=[O:5])[CH:3]=2)=[CH:10]1 |f:4.5.6|. Procedure details: A mixture of ethyl 3-oxo-3-(3-furyl)propionate (Aldrich; 3.17 g) and resorcinol (3.83 g) was treated with polyphosphoric acid (15 g) and heated to 110° C. under nitrogen. After 2 hr., the tarry mixture was cooled, then H2O and THF were added until a solution was obtained. Brine and EtOAc were added, the organic layer was removed and washed twice with brine. Chromatography of the residue, after concentration, using hexane/EtOAc 2:1 followed by swishing the product with ether afforded the title co... The reactants are [Na] (Sodium), ClC=1C=CC=2N(N1)C=C(N2)O (6-chloro-2-hydroxyimidazo [1,2-b]pyridazine), P(=O)(Cl)(Cl)Cl (phosphorus oxychloride). Yields the product ClC=1N=C2N(N=C(C=C2)Cl)C1 (2,6-Dichloroimidazo[1,2-b]pyridazine). RXN SMILES: [Na].[Cl:2][C:3]1[CH:4]=[CH:5][C:6]2[N:7]([CH:9]=[C:10](O)[N:11]=2)[N:8]=1.P(Cl)(Cl)([Cl:15])=O>>[Cl:15][C:10]1[N:11]=[C:6]2[CH:5]=[CH:4][C:3]([Cl:2])=[N:8][N:7]2[CH:9]=1 |^1:0|. Procedure: Sodium salt of 6-chloro-2-hydroxyimidazo [1,2-b]pyridazine (16.0 g) is gradually added to 100 ml of phosphorus oxychloride and heated under reflux for 5 hours. The mixture is distilled under reduced pressure to remove about two-thirds amount of phosphorus oxychloride used, and the residue is poured into ice water, neutralized with aqueous ammonia and extracted with chloroform. The extract is dried over anydrous sodium sulfate and distilled to remove chloroform. The residue then is purified by si... The reactants are Br (hydrobromic acid), N1=CC=C(C2=CC=CC=C12)C(=O)C1=CC(=C(C=C1)OCC1=CC=CC=C1)OC (4-(benzyloxy)-3-methoxyphenyl 4-quinolyl ketone), C([O-])(O)=O.[Na+] (sodium bicarbonate). Solvent: C(Cl)Cl (methylene chloride), C(C)(=O)O (acetic acid). Reaction conditions: time 4.5 hour. Yields the product N1=CC=C(C2=CC=CC=C12)C(=O)C1=CC(=C(C=C1)O)OC (4-hydroxy-3-methoxyphenyl 4-quinolyl ketone). Reaction SMILES: Br.[N:2]1[C:11]2[C:6](=[CH:7][CH:8]=[CH:9][CH:10]=2)[C:5]([C:12]([C:14]2[CH:19]=[CH:18][C:17]([O:20]CC3C=CC=CC=3)=[C:16]([O:28][CH3:29])[CH:15]=2)=[O:13])=[CH:4][CH:3]=1.C(=O)(O)[O-].[Na+]>C(O)(=O)C.C(Cl)Cl>[N:2]1[C:11]2[C:6](=[CH:7][CH:8]=[CH:9][CH:10]=2)[C:5]([C:12]([C:14]2[CH:19]=[CH:18][C:17]([OH:20])=[C:16]([O:28][CH3:29])[CH:15]=2)=[O:13])=[CH:4][CH:3]=1 |f:2.3|. Procedure: 15 ml of 33 percent hydrobromic acid in glacial acetic acid are added dropwise within 5 minutes at room temperature to 7.5 g of 4-(benzyloxy)-3-methoxyphenyl 4-quinolyl ketone dissolved in 150 ml of methylene chloride. After stirring at 20° for 4.5 hours, the reaction mixture is poured portionwise into 250 ml of saturated sodium bicarbonate solution. The methylene chloride phase is separated; the aqueous phase is extracted twice with 100 ml of methylene chloride each time. The combined methylene... Reactants: C(C)(=O)OCCCCCCC=CCCC=CCCCC (7,11-hexadecadienyl acetate), BrC#CCCCCCCBr (1,8-dibromo-1-octyne), Grignard reagent, 1-halo-3-octene. The product is BrCCCCCCC#CCCC=CCCCC (1-bromohexadeca-11-en-7-yne). RXN SMILES: C(O[CH2:5][CH2:6][CH2:7][CH2:8][CH2:9][CH2:10][CH:11]=[CH:12][CH2:13][CH2:14][CH:15]=[CH:16][CH2:17][CH2:18][CH2:19][CH3:20])(=O)C.[Br:21]C#CCCCCCCBr>>[Br:21][CH2:5][CH2:6][CH2:7][CH2:8][CH2:9][CH2:10][C:11]#[C:12][CH2:13][CH2:14][CH:15]=[CH:16][CH2:17][CH2:18][CH2:19][CH3:20]. Reported procedure: In particular, 7,11-hexadecadienyl acetate expressed by the formula CH3 (CH2)3CH=CH(CH2)2CH=CH(CH2)6OCOCH3 is prepared by first reacting a Grignard reagent of 1-halo-3-octene and 1,8-dibromo-1-octyne to form 1-bromohexadeca-11-en-7-yne which is then acetylated and partially hydrogenated in the presence of a Lindlar catalyst. The reactants are C(C)(C)(C)OC(=O)N1C(CCC1)C=1NC(=CN1)C1=CC=C(C=C1)C1=CC=C(C=C1)C=1NC(=NC1)C1N(CCC1)C(C(CCC(F)(F)F)NC(=O)OC)=O (2-[5-(4′-{2-[1-(5,5,5-Trifluoro-2-methoxycarbonylamino-pentanoyl)-pyrrolidin-2-yl]-3H-imidazol-4-yl}-biphenyl-4-yl)-1H-imidazol-2-yl]-pyrrolidine-1-carboxylic acid tert-butyl ester), COC(C(CCOCC(F)(F)F)NC(=O)OC)=O (2-Methoxycarbonylamino-4-(2,2,2-trifluoro-ethoxy)-butyric acid methyl ester). Yields the product C(C)(C)(C)OC(=O)N1C(CCC1)C=1NC(=CN1)C1=CC=C(C=C1)C1=CC=C(C=C1)C=1NC(=NC1)C1N(CCC1)C(C(CCOCC(F)(F)F)NC(=O)OC)=O (2-{5-[4′-(2-{1-[2-Methoxycarbonylamino-4-(2,2,2-trifluoro-ethoxy)-butyryl]-pyrrolidin-2-yl}-3H-imidazol-4-yl)-biphenyl-4-yl]-1H-imidazol-2-yl}-pyrrolidine-1-carboxylic acid tert-butyl ester). Isolated yield 74.0%. RXN SMILES: [C:1]([O:5][C:6]([N:8]1[CH2:12][CH2:11][CH2:10][CH:9]1[C:13]1[NH:14][C:15]([C:18]2[CH:23]=[CH:22][C:21]([C:24]3[CH:29]=[CH:28][C:27]([C:30]4[NH:31][C:32]([CH:35]5[CH2:39][CH2:38][CH2:37][N:36]5[C:40](=[O:53])[CH:41]([NH:48][C:49]([O:51][CH3:52])=[O:50])[CH2:42][CH2:43]C(F)(F)F)=[N:33][CH:34]=4)=[CH:26][CH:25]=3)=[CH:20][CH:19]=2)=[CH:16][N:17]=1)=[O:7])([CH3:4])([CH3:3])[CH3:2].COC(=O)C(NC(OC)=O)CC[O:60][CH2:61][C:62]([F:65])([F:64])[F:63]>>[C:1]([O:5][C:6]([N:8]1[CH2:12][CH2:11][CH2:10][CH:9]1[C:13]1[NH:14][C:15]([C:18]2[CH:23]=[CH:22][C:21]([C:24]3[CH:29]=[CH:28][C:27]([C:30]4[NH:31][C:32]([CH:35]5[CH2:39][CH2:38][CH2:37][N:36]5[C:40](=[O:53])[CH:41]([NH:48][C:49]([O:51][CH3:52])=[O:50])[CH2:42][CH2:43][O:60][CH2:61][C:62]([F:65])([F:64])[F:63])=[N:33][CH:34]=4)=[CH:26][CH:25]=3)=[CH:20][CH:19]=2)=[CH:16][N:17]=1)=[O:7])([CH3:3])([CH3:4])[CH3:2]. Reported procedure: This compound was made in 74% yield by the same procedure as 2-[5-(4′-{2-[1-(5,5,5-Trifluoro-2-methoxycarbonylamino-pentanoyl)-pyrrolidin-2-yl]-3H-imidazol-4-yl}-biphenyl-4-yl)-1H-imidazol-2-yl]-pyrrolidine-1-carboxylic acid tert-butyl ester, using 2-Methoxycarbonylamino-4-(2,2,2-trifluoro-ethoxy)-butyric acid methyl ester as the starting material. LCMS-ESI+: calculated for C39H46F3N7O6: 765.35; observed [M+1]+: 766.12.